Dataset: the Open Reaction Database (ORD), a public repository of structured organic reaction records. Task: describe an organic reaction: reactants, conditions, products, and yield Reactants: N1(CCCC1)C1(COC1)C#N (3-Pyrrolidin-1-yl-oxetane-3-carbonitrile), C1(CCC1)=O (cyclobutanone), C(C(=O)O)(=O)O.C1OCC12CNC2 (2-oxa-6-aza-spiro[3.3]heptane oxalate). The product is C1OCC12CN(C2)C2(CCC2)C#N (1-(2-Oxa-6-aza-spiro[3.3]hept-6-yl)-cyclobutanecarbonitrile). RXN SMILES: [N:1]1(C2(C#N)COC2)CCC[CH2:2]1.[C:12]1(=O)[CH2:15][CH2:14][CH2:13]1.C(O)(=O)C(O)=O.[CH2:23]1[C:26]2([CH2:29][NH:28][CH2:27]2)[CH2:25][O:24]1>>[CH2:23]1[C:26]2([CH2:29][N:28]([C:12]3([C:2]#[N:1])[CH2:15][CH2:14][CH2:13]3)[CH2:27]2)[CH2:25][O:24]1 |f:2.3|. Reported procedure: The title compound was prepared in accordance with the general method of intermediate A from cyclobutanone and 2-oxa-6-aza-spiro[3.3]heptane oxalate (CAS 1045709-32-7). Product: Cn1c(=O)oc2cc(Cl)c(-c3cncc(CO)c3)cc21. RXN SMILES: [Br:22][c:23]1[cH:24][c:25]([CH2:29][OH:30])[cH:26][n:27][cH:28]1.[CH3:31][O:32][CH2:33][CH2:34][O:35][CH3:36].[Cl:1][c:2]1[cH:3][c:4]2[c:5]([n:6]([CH3:10])[c:7](=[O:9])[o:8]2)[cH:11][c:12]1[B:13]1[O:14][C:15]([CH3:16])([CH3:17])[C:18]([CH3:19])([CH3:20])[O:21]1.[cH:37]1[cH:38][cH:39][c:40]([P:41]([Pd:42]([P:43]([c:44]2[cH:45][cH:46][cH:47][cH:48][cH:49]2)([c:50]2[cH:51][cH:52][cH:53][cH:54][cH:55]2)[c:56]2[cH:57][cH:58][cH:59][cH:60][cH:61]2)([P:62]([c:63]2[cH:64][cH:65][cH:66][cH:67][cH:68]2)([c:69]2[cH:70][cH:71][cH:72][cH:73][cH:74]2)[c:75]2[cH:76][cH:77][cH:78][cH:79][cH:80]2)[P:81]([c:82]2[cH:83][cH:84][cH:85][cH:86][cH:87]2)([c:88]2[cH:89][cH:90][cH:91][cH:92][cH:93]2)[c:94]2[cH:95][cH:96][cH:97][cH:98][cH:99]2)([c:100]2[cH:101][cH:102][cH:103][cH:104][cH:105]2)[c:106]2[cH:107][cH:108][cH:109][cH:110][cH:111]2)[cH:112][cH:113]1>>[Cl:1][c:2]1[cH:3][c:4]2[c:5]([n:6]([CH3:10])[c:7](=[O:9])[o:8]2)[cH:11][c:12]1-[c:23]1[cH:24][c:25]([CH2:29][OH:30])[cH:26][n:27][cH:28]1. Reactants: OCc1cncc(Br)c1, COCCOC, Cn1c(=O)oc2cc(Cl)c(B3OC(C)(C)C(C)(C)O3)cc21, c1ccc(P(c2ccccc2)(c2ccccc2)[Pd](P(c2ccccc2)(c2ccccc2)c2ccccc2)(P(c2ccccc2)(c2ccccc2)c2ccccc2)P(c2ccccc2)(c2ccccc2)c2ccccc2)cc1. The reactants are OCCSC(C#N)C1=NCCC2=CC(=C(C=C12)OC)OC (α(2-hydroxyethylmercapto)-6,7-dimethoxy-3,4-dihydro-1-isoquinolyl-acetonitrile), C(C)(=O)OC(C)=O (acetic anhydride). The solvent is C1=CC=CC=C1 (benzene). Product: C(C)(=O)OCCSC(C#N)C1=NCCC2=CC(=C(C=C12)OC)OC (α-(2-acetoxyethyl-mercapto)-6,7-dimethoxy-3,4-dihydro-1-isoquinolyl-acetonitrile). As a reaction SMILES: [OH:1][CH2:2][CH2:3][S:4][CH:5]([C:8]1[C:17]2[C:12](=[CH:13][C:14]([O:20][CH3:21])=[C:15]([O:18][CH3:19])[CH:16]=2)[CH2:11][CH2:10][N:9]=1)[C:6]#[N:7].[C:22](OC(=O)C)(=[O:24])[CH3:23]>C1C=CC=CC=1>[C:22]([O:1][CH2:2][CH2:3][S:4][CH:5]([C:8]1[C:17]2[C:12](=[CH:13][C:14]([O:20][CH3:21])=[C:15]([O:18][CH3:19])[CH:16]=2)[CH2:11][CH2:10][N:9]=1)[C:6]#[N:7])(=[O:24])[CH3:23]. Reported procedure: To 1.0 g. of α(2-hydroxyethylmercapto)-6,7-dimethoxy-3,4-dihydro-1-isoquinolyl-acetonitrile 5 ml. of acetic anhydride and 15 ml. of benzene are added and the reaction mixture is refluxed for 4 hours. The mixture is then evaporated to dryness and to the residue carbon tetrachloride is added. 0.6 g. of α-(2-acetoxyethyl-mercapto)-6,7-dimethoxy-3,4-dihydro-1-isoquinolyl-acetonitrile are obtained, melting at 157° C. after recrystallization from butanol. The reactants are FC1=C(C=CC(=C1)F)C1=CC(=CC(=C1)N1C=NC2=C1C=CC(=C2)C=2N=NN(C2)C2CCN(CC2)C)NC(C)=O (N-(2′,4′-difluoro-5-(5-(1-(1-methylpiperidin-4-yl)-1H-1,2,3-triazol-4-yl)-1H-benzo[d]imidazol-1-yl)-[1,1′-biphenyl]-3-yl)acetamide). The solvent is Cl (HCl). The product is FC1=C(C=CC(=C1)F)C1=CC(=CC(=C1)N1C=NC2=C1C=CC(=C2)C=2N=NN(C2)C2CCN(CC2)C)N (2′,4′-difluoro-5-(5-(1-(1-methylpiperidin-4-yl)-1H-1,2,3-triazol-4-yl)-1H-benzo[d]imidazol-1-yl)-[1,1′-biphenyl]-3-amine). Isolated yield 27.0%. RXN SMILES: [F:1][C:2]1[CH:7]=[C:6]([F:8])[CH:5]=[CH:4][C:3]=1[C:9]1[CH:14]=[C:13]([N:15]2[C:19]3[CH:20]=[CH:21][C:22]([C:24]4[N:25]=[N:26][N:27]([CH:29]5[CH2:34][CH2:33][N:32]([CH3:35])[CH2:31][CH2:30]5)[CH:28]=4)=[CH:23][C:18]=3[N:17]=[CH:16]2)[CH:12]=[C:11]([NH:36]C(=O)C)[CH:10]=1>Cl>[F:1][C:2]1[CH:7]=[C:6]([F:8])[CH:5]=[CH:4][C:3]=1[C:9]1[CH:14]=[C:13]([N:15]2[C:19]3[CH:20]=[CH:21][C:22]([C:24]4[N:25]=[N:26][N:27]([CH:29]5[CH2:30][CH2:31][N:32]([CH3:35])[CH2:33][CH2:34]5)[CH:28]=4)=[CH:23][C:18]=3[N:17]=[CH:16]2)[CH:12]=[C:11]([NH2:36])[CH:10]=1. Reported procedure: A solution of the compound of Example 164 (0.48 g, 0.91 mmol) in 6 N HCl (10 ml) was heated at 70° C. for 3 h. The mixture was quenched with NaHCO3 solution and extracted as in Example 1(d). The solvent was distilled off to afford the product in 27% yield (0.12 g). The reactants are O=C[C@H](O)[C@H](O)[C@@H](O)[C@@H](O)C (rhamnose), C[C@H]1[C@@H]([C@H]([C@H]([C@@H](O1)OC[C@@H]2[C@H]([C@@H]([C@H]([C@@H](O2)OC3=C(OC=4C=C(C=C(C4C3=O)O)O)C=5C=CC(=C(C5)O)O)O)O)O)O)O)O (rutin). Product: C1=CC(=C(C=C1C2=C(C(=O)C3=C(C=C(C=C3O2)O)O)O[C@H]4[C@@H]([C@H]([C@@H]([C@H](O4)CO)O)O)O)O)O (isoquercitrin), O=C[C@H](O)[C@H](O)[C@@H](O)[C@@H](O)C (rhamnose). Reaction SMILES: [O:1]=[CH:2][C@@H:3]([C@@H:5]([C@H:7]([C@H:9]([CH3:11])[OH:10])[OH:8])[OH:6])[OH:4].C[C@@H]1O[C@@H]([O:19][CH2:20][C@H:21]2[O:26][C@@H:25]([O:27][C:28]3[C:37](=[O:38])[C:36]4[C:35]([OH:39])=[CH:34][C:33]([OH:40])=[CH:32][C:31]=4[O:30][C:29]=3[C:41]3[CH:42]=[CH:43][C:44]([OH:48])=[C:45]([OH:47])[CH:46]=3)[C@H:24]([OH:49])[C@@H:23]([OH:50])[C@@H:22]2[OH:51])[C@H](O)[C@H](O)[C@H]1O>>[CH:42]1[C:41]([C:29]2[O:30][C:31]3[C:36](=[C:35]([OH:39])[CH:34]=[C:33]([OH:40])[CH:32]=3)[C:37](=[O:38])[C:28]=2[O:27][C@@H:25]2[O:26][C@H:21]([CH2:20][OH:19])[C@@H:22]([OH:51])[C@H:23]([OH:50])[C@H:24]2[OH:49])=[CH:46][C:45]([OH:47])=[C:44]([OH:48])[CH:43]=1.[O:1]=[CH:2][C@@H:3]([C@@H:5]([C@H:7]([C@H:9]([CH3:11])[OH:10])[OH:8])[OH:6])[OH:4]. Procedure details: In this manner, the rhamnose residue is cleaved from rutin, thereby yielding the desired isoquercitrin as well as rhamnose. Reactants: O=C([O-])[O-], CC(C)(C)O, C=Cc1cnc(NC(=O)C(C)(C)C)cn1, Cc1ccccc1, [K+], [K+], [K], N#C[Fe-3](C#N)(C#N)(C#N)(C#N)C#N, [Na+], [Na+], O, O=S([O-])S(=O)(=O)[O-]. Yields the product CC(C)(C)C(=O)Nc1cnc(C(O)CO)cn1. RXN SMILES: [C:1]([O-:2])(=[O:3])[O-:4].[C:38]([OH:39])([CH3:40])([CH3:41])[CH3:42].[CH3:14][C:15]([C:16](=[O:17])[NH:18][c:19]1[n:20][cH:21][c:22]([CH:25]=[CH2:26])[n:23][cH:24]1)([CH3:27])[CH3:28].[CH3:7][c:8]1[cH:9][cH:10][cH:11][cH:12][cH:13]1.[K+:5].[K+:6].[K:44].[N:45]#[C:46][Fe-3:47]([C:48]#[N:49])([C:50]#[N:51])([C:52]#[N:53])([C:54]#[N:55])[C:56]#[N:57].[Na+:36].[Na+:37].[OH2:43].[S:29]([S:30]([O-:31])=[O:32])([O-:33])(=[O:34])=[O:35]>>[OH:2][CH2:26][CH:25]([c:22]1[cH:21][n:20][c:19]([NH:18][C:16]([C:15]([CH3:14])([CH3:27])[CH3:28])=[O:17])[cH:24][n:23]1)[OH:43].